Task: describe an organic reaction: reactants, conditions, products, and yield. Dataset: the Open Reaction Database (ORD), a public repository of structured organic reaction records The reactants are Nc1ncc(Br)nc1Br, C=CCBr, C1CCOC1, C[Si](C)(C)[N-][Si](C)(C)C, [Li+]. Product: C=CCNc1ncc(Br)nc1Br. As a reaction SMILES: [Br:1][c:2]1[c:3]([NH2:9])[n:4][cH:5][c:6]([Br:8])[n:7]1.[CH2:20]([CH:21]=[CH2:22])[Br:23].[CH2:24]1[O:25][CH2:26][CH2:27][CH2:28]1.[CH3:11][Si:12]([N-:13][Si:14]([CH3:15])([CH3:16])[CH3:17])([CH3:18])[CH3:19].[Li+:10]>>[Br:1][c:2]1[c:3]([NH:9][CH2:22][CH:21]=[CH2:20])[n:4][cH:5][c:6]([Br:8])[n:7]1. Starting materials: CC(=O)O, Cl, N, O, Cc1ccccc1O, Nc1ccc(C2(O)CCSCC2)c(F)c1. The product is Nc1ccc(C2=CCSCC2)c(F)c1. Reaction SMILES: [CH3:26][C:27](=[O:28])[OH:29].[ClH:24].[NH3:25].[OH2:30].[OH:16][c:17]1[cH:18][cH:19][cH:20][cH:21][c:22]1[CH3:23].[OH:1][C:2]1([c:8]2[c:9]([F:15])[cH:10][c:11]([NH2:14])[cH:12][cH:13]2)[CH2:3][CH2:4][S:5][CH2:6][CH2:7]1>>[C:2]1([c:8]2[c:9]([F:15])[cH:10][c:11]([NH2:14])[cH:12][cH:13]2)=[CH:3][CH2:4][S:5][CH2:6][CH2:7]1. Reaction SMILES: [C:1]([C:4]1[C:5]([O:22][CH3:23])=[C:6]([C:12]2[CH:17]=[CH:16][C:15]([F:18])=[C:14]([C:19]([NH2:21])=[O:20])[CH:13]=2)[C:7]([CH3:11])=[C:8]([Cl:10])[CH:9]=1)(=O)[CH3:2].C([O-])(=O)C.[NH4+].C([BH3-])#[N:30].[Na+]>CO.C(#N)C>[NH2:30][CH:1]([C:4]1[C:5]([O:22][CH3:23])=[C:6]([C:12]2[CH:17]=[CH:16][C:15]([F:18])=[C:14]([C:19]([NH2:21])=[O:20])[CH:13]=2)[C:7]([CH3:11])=[C:8]([Cl:10])[CH:9]=1)[CH3:2] |f:1.2,3.4|. Run in CO (methanol), C(C)#N (acetonitrile). Reactants: C(C)(=O)C=1C(=C(C(=C(C1)Cl)C)C1=CC(=C(C=C1)F)C(=O)N)OC (3′-acetyl-5′-chloro-4-fluoro-2′-methoxy-6′-methylbiphenyl-3-carboxamide), C(C)(=O)[O-].[NH4+] (ammonium acetate), C(#N)[BH3-].[Na+] (sodium cyanoborohydride). Run at temperature 65 celsius. Yields the product NC(C)C=1C(=C(C(=C(C1)Cl)C)C1=CC(=C(C=C1)F)C(=O)N)OC (3′-(1-Aminoethyl)-5′-chloro-4-fluoro-2′-methoxy-6′-methylbiphenyl-3-carboxamide). Procedure details: A mixture of 3′-acetyl-5′-chloro-4-fluoro-2′-methoxy-6′-methylbiphenyl-3-carboxamide (50 mg, 0.1 mmol), ammonium acetate (115 mg, 1.49 mmol) and sodium cyanoborohydride (19 mg, 0.30 mmol) in methanol (0.5 mL) and acetonitrile (0.5 mL) was heated at 65° C. overnight in a sealed tube. The mixture was then cooled to room temperature, quenched with saturated sodium bicarbonate and extracted with dichloromethane. The combined extracts were dried over magnesium sulfate, filtered and concentrated to dr... The product is C(C)(C)(C)OC(=O)N1CCC(CC1)N1C=C(C=2CCCC(C12)=O)C(=O)OC (methyl 1-[1-(tert-butoxycarbonyl)piperidin-4-yl]-7-oxo-4,5,6,7-tetrahydro-1H-indole-3-carboxylate). Isolated yield 71.5%. Starting materials: O=C1CCCC=2C(=CNC12)C(=O)OC (methyl 7-oxo-4,5,6,7-tetrahydro-1H-indole-3-carboxylate), C(C)(C)(C)OC(=O)N1CCC(CC1)O (tert-butyl-4-hydroxypiperidine-1-carboxylate), C1(=CC=CC=C1)P(C1=CC=CC=C1)C1=CC=CC=C1 (triphenylphosphine), C1(=CC=CC=C1)P(C1=CC=CC=C1)C1=CC=CC=C1 (triphenylphosphine). Solvent: C1CCOC1 (THF). Run at time 8 hour. Reported procedure: To a mixture of methyl 7-oxo-4,5,6,7-tetrahydro-1H-indole-3-carboxylate (100 mg 0.52 mmol), tert-butyl-4-hydroxypiperidine-1-carboxylate (105 mg, 0.52 mmol), and triphenylphosphine (136 mg, 0.52 mmol), in anhydrous THF (5 mL) at room temperature, was added di tert-butyl-diazadicarboxylate (DTAD) (120 mg, 0.52 mmol). The mixture was stirred at room temperature for 8 h. HPLC/MS suggested 40% conversion and 60% SM remained. Reagents were added, triphenylphosphine (136 mg, 0.52 mmol) and DTAD (120 m... RXN SMILES: [O:1]=[C:2]1[C:10]2[NH:9][CH:8]=[C:7]([C:11]([O:13][CH3:14])=[O:12])[C:6]=2[CH2:5][CH2:4][CH2:3]1.[C:15]([O:19][C:20]([N:22]1[CH2:27][CH2:26][CH:25](O)[CH2:24][CH2:23]1)=[O:21])([CH3:18])([CH3:17])[CH3:16].C1(P(C2C=CC=CC=2)C2C=CC=CC=2)C=CC=CC=1>C1COCC1>[C:15]([O:19][C:20]([N:22]1[CH2:27][CH2:26][CH:25]([N:9]2[C:10]3[C:2](=[O:1])[CH2:3][CH2:4][CH2:5][C:6]=3[C:7]([C:11]([O:13][CH3:14])=[O:12])=[CH:8]2)[CH2:24][CH2:23]1)=[O:21])([CH3:18])([CH3:16])[CH3:17]. Yields the product FC1=CC=C(C=C1)C1=NN2C(C=CC(=C2)C#N)=C1 (2-(4-Fluorophenyl)pyrazolo[1,5-a]pyridine-6-carbonitrile). The yield is 18.3%. Starting materials: C(C)(C)(C)OC(=O)NOS(=O)(=O)C1=C(C=C(C=C1C)C)C (t-butoxycarbonyl-O-mesitylenesulfonylhydroxylamine), ice, FC1=CC=C(C=C1)C(CC1=NC=C(C#N)C=C1)=O (6-[2-(4-fluorophenyl)-2-oxoethyl]nicotinonitrile). Reaction conditions: time 30 minute. Run in C(=O)(C(F)(F)F)O (TFA). Procedure details: Solid t-butoxycarbonyl-O-mesitylenesulfonylhydroxylamine (13.0 g 41.8 mmol)1 was added portionwise with stirring to TFA (40 ml) over 10 min then stirred for a further 30 minutes. The solution was poured onto ice (250 ml) and left until the ice melted. The resulting white solid was filtered off, washed with water, and dissolved in DCM (300 ml). The solution was dried over 4 Å mol. sieves for 1.5 hours, filtered and 6-[2-(4-fluorophenyl)-2-oxoethyl]nicotinonitrile (3.32 g 13.8 mmol) was added. The... RXN SMILES: C(OC([NH:8]OS(C1C(C)=CC(C)=CC=1C)(=O)=O)=O)(C)(C)C.[F:22][C:23]1[CH:28]=[CH:27][C:26]([C:29](=O)[CH2:30][C:31]2[CH:38]=[CH:37][C:34]([C:35]#[N:36])=[CH:33][N:32]=2)=[CH:25][CH:24]=1>C(O)(C(F)(F)F)=O>[F:22][C:23]1[CH:28]=[CH:27][C:26]([C:29]2[CH:30]=[C:31]3[CH:38]=[CH:37][C:34]([C:35]#[N:36])=[CH:33][N:32]3[N:8]=2)=[CH:25][CH:24]=1. The reactants are P(=O)(OC([C@@H]1OCCC[C@H]1OC(NCCCCCCCCCCCCCCCCC)=O)[C@@H]1OCCC[C@H]1OC(NCCCCCCCCCCCCCCCCC)=O)(OCCBr)[O-] (di-[trans-3-(N-heptadecylcarbamoyloxy)tetrahydropyran-2-yl]methyl 2-bromoethyl phosphate), CN(C)C (trimethylamine). The reagents and catalysts are C([O-])([O-])=O.[Ag+2] (silver carbonate). The solvent is C(Cl)(Cl)Cl (chloroform), C(C)(C)O (isopropanol), CN(C=O)C (dimethylformamide). Conditions: time 6 hour. Product: P(=O)(OC[C@@H]1OCCC[C@H]1OC(NCCCCCCCCCCCCCCCCC)=O)(OCC[N+](C)(C)C)[O-] ([trans-3-(N-Heptadecylcarbamoyloxy)tetrahydropyran-2-yl]methyl 2-(trimethylammonio)ethyl phosphate). Reaction SMILES: [P:1]([O-:63])([O:59][CH2:60][CH2:61]Br)([O:3][CH:4]([C@H:32]1[C@H:37]([O:38][C:39](=[O:58])[NH:40][CH2:41][CH2:42][CH2:43][CH2:44][CH2:45][CH2:46][CH2:47][CH2:48][CH2:49][CH2:50][CH2:51][CH2:52][CH2:53][CH2:54][CH2:55][CH2:56][CH3:57])[CH2:36][CH2:35][CH2:34][O:33]1)[C@H]1[C@H](OC(=O)NCCCCCCCCCCCCCCCCC)CCCO1)=[O:2].[CH3:64][N:65]([CH3:67])[CH3:66]>C(Cl)(Cl)Cl.C(O)(C)C.CN(C)C=O.C(=O)([O-])[O-].[Ag+2]>[P:1]([O-:63])([O:59][CH2:60][CH2:61][N+:65]([CH3:67])([CH3:66])[CH3:64])([O:3][CH2:4][C@H:32]1[C@H:37]([O:38][C:39](=[O:58])[NH:40][CH2:41][CH2:42][CH2:43][CH2:44][CH2:45][CH2:46][CH2:47][CH2:48][CH2:49][CH2:50][CH2:51][CH2:52][CH2:53][CH2:54][CH2:55][CH2:56][CH3:57])[CH2:36][CH2:35][CH2:34][O:33]1)=[O:2] |f:5.6|. Procedure: 1.402 g of dl-[trans-3-(N-heptadecylcarbamoyloxy)tetrahydropyran-2-yl]methyl 2-bromoethyl phosphate (prepared as described in Example 1f) was dissolved in a 3:5:5 by volume mixture of chloroform, isopropanol and dimethylformamide, and 7.0 g of gaseous trimethylamine were introduced into the solution. The mixture was heated, under a nitrogen atmosphere, on an oil bath kept at 50° for 6 hours, whilst stirring, and was then cooled, after which 0.483 g of silver carbonate was added The mixture was h... The reactants are COc1cc(F)c(C(C)C)cc1B(O)O, O=Cc1cc(C(F)(F)F)ccc1I. Yields the product COc1cc(F)c(C(C)C)cc1-c1ccc(C(F)(F)F)cc1C=O. As a reaction SMILES: [F:14][c:15]1[cH:16][c:17]([O:27][CH3:28])[c:18]([B:24]([OH:25])[OH:26])[cH:19][c:20]1[CH:21]([CH3:22])[CH3:23].[I:1][c:2]1[c:3]([CH:4]=[O:5])[cH:6][c:7]([C:10]([F:11])([F:12])[F:13])[cH:8][cH:9]1>>[c:2]1(-[c:18]2[c:17]([O:27][CH3:28])[cH:16][c:15]([F:14])[c:20]([CH:21]([CH3:22])[CH3:23])[cH:19]2)[c:3]([CH:4]=[O:5])[cH:6][c:7]([C:10]([F:11])([F:12])[F:13])[cH:8][cH:9]1.